From a dataset of the Open Reaction Database (ORD), a public repository of structured organic reaction records. describe an organic reaction: reactants, conditions, products, and yield The reactants are C(=O)C=1C=C2C(=C(C=NC2=CC1)C=1OC(=CN1)C)OC (6-formyl-4-methoxy-3-(5-methyl-oxazol-2-yl)-quinoline), FC=1C=C(C=CC1)CCNC=1SCC(N1)=O (2-[2-(3-fluoro-phenyl)-ethylamino]-thiazol-4-one). Yields the product N1CCCCC1 (piperidine), FC=1C=C(C=CC1)CCNC=1S\C(\C(N1)=O)=C/C=1C=C2C(=C(C=NC2=CC1)C=1OC(=CN1)C)OC (2-[2-(3-Fluoro-phenyl)-ethylamino]-5-[1-[4-methoxy-3-(5-methyl-oxazol-2-yl)-quinolin-6-yl]-meth-(Z)-ylidene]-thiazol-4-one). As a reaction SMILES: [CH:1]([C:3]1[CH:4]=[C:5]2[C:10](=[CH:11][CH:12]=1)[N:9]=[CH:8][C:7]([C:13]1[O:14][C:15]([CH3:18])=[CH:16][N:17]=1)=[C:6]2[O:19][CH3:20])=O.[F:21][C:22]1[CH:23]=[C:24]([CH2:28][CH2:29][NH:30][C:31]2[S:32][CH2:33][C:34](=[O:36])[N:35]=2)[CH:25]=[CH:26][CH:27]=1>>[NH:9]1[CH2:10][CH2:5][CH2:6][CH2:7][CH2:8]1.[F:21][C:22]1[CH:23]=[C:24]([CH2:28][CH2:29][NH:30][C:31]2[S:32]/[C:33](=[CH:1]\[C:3]3[CH:4]=[C:5]4[C:10](=[CH:11][CH:12]=3)[N:9]=[CH:8][C:7]([C:13]3[O:14][C:15]([CH3:18])=[CH:16][N:17]=3)=[C:6]4[O:19][CH3:20])/[C:34](=[O:36])[N:35]=2)[CH:25]=[CH:26][CH:27]=1. Procedure details: Similar procedure as described in example 1g was used, starting from 6-formyl-4-methoxy-3-(5-methyl-oxazol-2-yl)-quinoline (example 16d), 2-[2-(3-fluoro-phenyl)-ethylamino]-thiazol-4-one (example 16e), benzolic and piperidine to give 2-[2-(3-Fluoro-phenyl)-ethylamino]-5-[1-[4-methoxy-3-(5-methyl-oxazol-2-yl)-quinolin-6-yl]-meth-(Z)-ylidene]-thiazol-4-one. LC-MS m/e 489 (MH+). The reactants are CS/C(=N/N)/N.I (S-Methylisothiosemicarbazide hydroiodide), NCCCC (1-aminobutane). Run in O (water). Product: I.NNC(=N)NCCCC (1-Amino-3-butylguanidinehydroiodide). Reaction SMILES: CS/[C:3](/[NH2:6])=[N:4]/[NH2:5].[IH:7].[NH2:8][CH2:9][CH2:10][CH2:11][CH3:12]>O>[IH:7].[NH2:5][NH:4][C:3]([NH:8][CH2:9][CH2:10][CH2:11][CH3:12])=[NH:6] |f:0.1,4.5|. Procedure details: S-Methylisothiosemicarbazide hydroiodide (46.6 g) and 1-aminobutane (48 ml) and water (100 ml) were heated under reflux for 1 hour. The resulting solution was evaporated to an oil which was crystallised from amyl alcohol/80-100 PE, to give the title compound (a).